describe an organic reaction: reactants, conditions, products, and yield From a dataset of the Open Reaction Database (ORD), a public repository of structured organic reaction records. The reactants are Cl (hydrochloric acid), C1(CCCC1)=NNC1=CC(=C(C(=O)OC)C=C1)S(N)(=O)=O (methyl 4-cyclopentylidenehydrazino-2-sulfamoylbenzoate), COC1=NC(=NC(=C1)OC)NC(OC1=CC=CC=C1)=O (phenyl N-(4,6-dimethoxypyrimidin-2-yl)carbamate), N12CCCCCC2=NCCC1 (1,8-diazabicyclo[5.4.0]undec-7-ene). Solvent: O (water), C(C)#N (acetonitrile). Conditions: time 2 hour. The product is C1(CCCC1)=NNC1=CC(=C(C(=O)OC)C=C1)S(=O)(=O)NC(=O)NC1=NC(=CC(=N1)OC)OC (methyl 4-cyclopentylidenehydrazino-2-[3-(4,6-dimethoxypyrimidin-2-yl)-ureidosulfonyl]benzoate). The yield is 65.6%. RXN SMILES: [C:1]1(=[N:6][NH:7][C:8]2[CH:17]=[CH:16][C:11]([C:12]([O:14][CH3:15])=[O:13])=[C:10]([S:18](=[O:21])(=[O:20])[NH2:19])[CH:9]=2)[CH2:5][CH2:4][CH2:3][CH2:2]1.[CH3:22][O:23][C:24]1[CH:29]=[C:28]([O:30][CH3:31])[N:27]=[C:26]([NH:32][C:33](=O)[O:34]C2C=CC=CC=2)[N:25]=1.N12CCCN=C1CCCCC2.Cl>O.C(#N)C>[C:1]1(=[N:6][NH:7][C:8]2[CH:17]=[CH:16][C:11]([C:12]([O:14][CH3:15])=[O:13])=[C:10]([S:18]([NH:19][C:33]([NH:32][C:26]3[N:25]=[C:24]([O:23][CH3:22])[CH:29]=[C:28]([O:30][CH3:31])[N:27]=3)=[O:34])(=[O:20])=[O:21])[CH:9]=2)[CH2:5][CH2:4][CH2:3][CH2:2]1. Procedure: 1.5 g (4.8 mmol) of methyl 4-cyclopentylidenehydrazino-2-sulfamoylbenzoate and 1.6 g (5.8 mmol) of phenyl N-(4,6-dimethoxypyrimidin-2-yl)carbamate are initially introduced into 20 ml of acetonitrile. 1.6 g (10.6 mmol) of 1,8-diazabicyclo[5.4.0]undec-7-ene (DBU) are added dropwise at 0° C. and the mixture is stirred at this temperature for 2 hours. It is poured into water and the pH is brought to 2-3 with 2 N hydrochloric acid. The aqueous phase is extracted three times with CH2Cl2. After the met... The reactants are CCI, [H-], O=[N+]([O-])c1ccc(N2CC(O)C2)nc1, [Na+]. The product is CCOC1CN(c2ccc([N+](=O)[O-])cn2)C1. As a reaction SMILES: [CH2:17]([CH3:18])[I:19].[H-:16].[N+:1](=[O:2])([O-:3])[c:4]1[cH:5][cH:6][c:7]([N:10]2[CH2:11][CH:12]([OH:14])[CH2:13]2)[n:8][cH:9]1.[Na+:15]>>[N+:1](=[O:2])([O-:3])[c:4]1[cH:5][cH:6][c:7]([N:10]2[CH2:11][CH:12]([O:14][CH2:17][CH3:18])[CH2:13]2)[n:8][cH:9]1. The reactants are FC=1C=C(C=C(C1)F)CC(=O)N[C@@H](C)C(=O)O (N-(3,5-Difluorophenylacetyl)-L-alanine), NC1C(NCC2=CC=C(C=C12)F)=O (4-amino-6-fluoro-1,2,3,4-tetrahydroisoquinoline-3-one). Yields the product FC=1C=C(C=C(C1)F)CC(=O)N[C@@H](C)C(=O)NC1C(NCC2=CC=C(C=C12)F)=O (4-(N′-(3,5-Difluorophenylacetyl)-L-alaninyl)amino-6-fluoro-1,2,3,4-tetrahydroisoquinolin-3-one). RXN SMILES: [F:1][C:2]1[CH:3]=[C:4]([CH2:9][C:10]([NH:12][C@H:13]([C:15]([OH:17])=O)[CH3:14])=[O:11])[CH:5]=[C:6]([F:8])[CH:7]=1.[NH2:18][CH:19]1[C:28]2[C:23](=[CH:24][CH:25]=[C:26]([F:29])[CH:27]=2)[CH2:22][NH:21][C:20]1=[O:30]>>[F:8][C:6]1[CH:5]=[C:4]([CH2:9][C:10]([NH:12][C@H:13]([C:15]([NH:18][CH:19]2[C:28]3[C:23](=[CH:24][CH:25]=[C:26]([F:29])[CH:27]=3)[CH2:22][NH:21][C:20]2=[O:30])=[O:17])[CH3:14])=[O:11])[CH:3]=[C:2]([F:1])[CH:7]=1. Procedure: Following General Procedure D above using N-(3,5-difluorophenylacetyl)-L-alanine (Example B) and 4-amino-6-fluoro-1,2,3,4-tetrahydroisoquinoline-3-one (General Procedure 5-D), the title compound was prepared as a solid having a melting point of 195-200° C. Starting materials: ClC1=C(CN2C3=C(NCC2)N=CC(=C3)C=3C=NNC3)C(=CC=C1F)F (1-(2-chloro-3,6-difluorobenzyl)-7-(1H-pyrazol-4-yl)-1,2,3,4-tetrahydro-pyrido[2,3-b]pyrazine), C([O-])([O-])=O.[Cs+].[Cs+] (cesium carbonate), Cl.CN(CCCl)C (2-dimethylaminoethyl chloride HCl). The solvent is CN(C)C=O (DMF). Reaction conditions: time 13 day. Product: ClC1=C(CN2C3=C(NCC2)N=CC(=C3)C=3C=NN(C3)CCN(C)C)C(=CC=C1F)F ((2-{4-[1-(2-Chloro-3,6-difluorobenzyl)-1,2,3,4-tetrahydropyrido[2,3-b]pyrazin-7-yl]-pyrazol-1-yl}ethyl)dimethylamine). Isolated yield 9.0%. RXN SMILES: [Cl:1][C:2]1[C:23]([F:24])=[CH:22][CH:21]=[C:20]([F:25])[C:3]=1[CH2:4][N:5]1[CH2:10][CH2:9][NH:8][C:7]2[N:11]=[CH:12][C:13]([C:15]3[CH:16]=[N:17][NH:18][CH:19]=3)=[CH:14][C:6]1=2.C(=O)([O-])[O-].[Cs+].[Cs+].Cl.[CH3:33][N:34]([CH3:38])[CH2:35][CH2:36]Cl>CN(C=O)C>[Cl:1][C:2]1[C:23]([F:24])=[CH:22][CH:21]=[C:20]([F:25])[C:3]=1[CH2:4][N:5]1[CH2:10][CH2:9][NH:8][C:7]2[N:11]=[CH:12][C:13]([C:15]3[CH:19]=[N:18][N:17]([CH2:36][CH2:35][N:34]([CH3:38])[CH3:33])[CH:16]=3)=[CH:14][C:6]1=2 |f:1.2.3,4.5|. Reported procedure: Anhydrous DMF (2 mL) was added to a mixture of 1-(2-chloro-3,6-difluorobenzyl)-7-(1H-pyrazol-4-yl)-1,2,3,4-tetrahydro-pyrido[2,3-b]pyrazine (57 mg, 0.000158 mol), cesium carbonate (0.110 g) and 2-dimethylaminoethyl chloride HCl (0.025 g). The reaction mixture was stirred at room temperature under nitrogen for 13 days and then concentrated and dissolved in methylene chloride. The organic phase was washed with water, dried with magnesium sulfate, filtered, and concentrated. The residue was purifie... The reactants are ClC1=C(C=CC=C1)C1C(=C(NC(=C1C(=O)OC)C)COCC=1N=NN(N1)CC(=O)OC)C(=O)OCC (5-{[4-(2-chlorophenyl)-3-ethoxycarbonyl-5-methoxycarbonyl-6-methyl-1,4-dihydropyridin-2-yl]methoxymethyl}-2-methoxycarbonylmethyl-(2H)-tetrazole), [OH-].[NH4+] (ammonium hydroxide). Solvent: O1CCOCC1 (dioxane). Run at time 2.5 hour. Product: C(N)(=O)CN1N=C(N=N1)COCC=1NC(=C(C(C1C(=O)OCC)C1=C(C=CC=C1)Cl)C(=O)OC)C (2-Carbamoylmethyl-5-{[4-(2-chlorophenyl)-3-ethoxycarbonyl-5-methoxycarbonyl-6-methyl-1,4-dihydropyridin-2-yl]methoxymethyl}-(2H)-tetrazole). Reaction SMILES: [Cl:1][C:2]1[CH:7]=[CH:6][CH:5]=[CH:4][C:3]=1[CH:8]1[C:13]([C:14]([O:16][CH3:17])=[O:15])=[C:12]([CH3:18])[NH:11][C:10]([CH2:19][O:20][CH2:21][C:22]2[N:23]=[N:24][N:25]([CH2:27][C:28](OC)=[O:29])[N:26]=2)=[C:9]1[C:32]([O:34][CH2:35][CH3:36])=[O:33].[OH-].[NH4+:38]>O1CCOCC1>[C:28]([CH2:27][N:25]1[N:24]=[N:23][C:22]([CH2:21][O:20][CH2:19][C:10]2[NH:11][C:12]([CH3:18])=[C:13]([C:14]([O:16][CH3:17])=[O:15])[CH:8]([C:3]3[CH:4]=[CH:5][CH:6]=[CH:7][C:2]=3[Cl:1])[C:9]=2[C:32]([O:34][CH2:35][CH3:36])=[O:33])=[N:26]1)(=[O:29])[NH2:38] |f:1.2|. Procedure: A mixture of 5-{[4-(2-chlorophenyl)-3-ethoxycarbonyl-5-methoxycarbonyl-6-methyl-1,4-dihydropyridin-2-yl]methoxymethyl}-2-methoxycarbonylmethyl-(2H)-tetrazole (0.52 g), dioxane (15 ml) and 0.880 aqueous ammonium hydroxide solution (10 ml) was stirred at room temperature for 2.5 hours and then evaporated. The residual oil was partitioned between water and ethyl acetate and the organic layer washed with water, dried (Na2SO4) and evaporated. The residual oil was triturated with diethyl ether and the... Starting materials: CCOC(=O)C1CN(C(=O)c2ccccc2)CC1=O, CCO, O=CO, Nc1ccccc1. The product is CCOC(=O)C1=C(Nc2ccccc2)CN(C(=O)c2ccccc2)C1. As a reaction SMILES: [CH2:1]([CH3:2])[O:3][C:4](=[O:5])[CH:6]1[C:7](=[O:19])[CH2:8][N:9]([C:11]([c:12]2[cH:13][cH:14][cH:15][cH:16][cH:17]2)=[O:18])[CH2:10]1.[CH3:30][CH2:31][OH:32].[CH:27]([OH:28])=[O:29].[NH2:20][c:21]1[cH:22][cH:23][cH:24][cH:25][cH:26]1>>[CH2:1]([CH3:2])[O:3][C:4](=[O:5])[C:6]1=[C:7]([NH:20][c:21]2[cH:22][cH:23][cH:24][cH:25][cH:26]2)[CH2:8][N:9]([C:11]([c:12]2[cH:13][cH:14][cH:15][cH:16][cH:17]2)=[O:18])[CH2:10]1. Starting materials: CCn1ncc2c(NN)c(C(=O)O)cnc21, O=c1[nH]c2ncnn2c2c1cnc1c2cnn1Cc1ccco1, CCO, NNc1c(C(=O)O)cnc2c1cnn2Cc1ccco1, Oc1ccccc1. Yields the product c1ccc(Oc2nc3ncnn3c3c2cnc2c3cnn2Cc2ccco2)cc1. Reaction SMILES: [CH2:21]([n:22]1[c:23]2[n:24][cH:25][c:26]([C:27]([OH:28])=[O:29])[c:30]([NH:31][NH2:32])[c:33]2[cH:34][n:35]1)[CH3:36].[CH2:37]([c:38]1[cH:39][cH:40][cH:41][o:42]1)[n:43]1[n:44][cH:45][c:46]2[c:47]1[n:48][cH:49][c:50]1[c:51](=[O:59])[nH:52][c:53]3[n:54]([c:55]21)[n:56][cH:57][n:58]3.[CH3:67][CH2:68][OH:69].[NH:1]([c:2]1[c:3]([C:4]([OH:5])=[O:6])[cH:7][n:8][c:9]2[n:10]([CH2:11][c:12]3[o:13][cH:14][cH:15][cH:16]3)[n:17][cH:18][c:19]12)[NH2:20].[OH:60][c:61]1[cH:62][cH:63][cH:64][cH:65][cH:66]1>>[CH2:37]([c:38]1[cH:39][cH:40][cH:41][o:42]1)[n:43]1[n:44][cH:45][c:46]2[c:47]1[n:48][cH:49][c:50]1[c:51]([O:59][c:61]3[cH:62][cH:63][cH:64][cH:65][cH:66]3)[n:52][c:53]3[n:54]([c:55]21)[n:56][cH:57][n:58]3.